This data is from the Open Reaction Database (ORD), a public repository of structured organic reaction records. The task is: describe an organic reaction: reactants, conditions, products, and yield The reactants are C(C)(=O)C1CC(CCC1)(C)C (1-acetyl-3,3-dimethylcyclohexane), [OH-].[K+] (potassium hydroxide), C1(=CC=CC=C1)C (toluene), C(C=C)Cl (Allyl chloride). The solvent is O (water). Yields the product C(C)(=O)CCC(CCC)(C)C (1-acetyl-3,3-dimethyl hexane), C(C)(=O)C1(CC(CCC1)(C)C)CC=C (1-acetyl-3,3-dimethyl-1-(2-propenyl) cyclohexane), CC1(CC(CCC1)C(CCC=C)=O)C (3,3-dimethyl-1-(4-pentenoyl) cyclohexane). As a reaction SMILES: [C:1]([CH:4]1[CH2:9][CH2:8][CH2:7][C:6]([CH3:11])([CH3:10])[CH2:5]1)(=[O:3])[CH3:2].[OH-].[K+].[C:14]1(C)[CH:19]=CC=C[CH:15]=1.[CH2:21](Cl)[CH:22]=[CH2:23]>O>[C:1]([CH2:4][CH2:5][C:6]([CH3:10])([CH3:11])[CH2:7][CH2:8][CH3:9])(=[O:3])[CH3:2].[C:1]([C:4]1([CH2:19][CH:14]=[CH2:15])[CH2:9][CH2:8][CH2:7][C:6]([CH3:11])([CH3:10])[CH2:5]1)(=[O:3])[CH3:2].[CH3:10][C:6]1([CH3:11])[CH2:7][CH2:8][CH2:9][CH:4]([C:1](=[O:3])[CH2:2][CH2:23][CH:22]=[CH2:21])[CH2:5]1 |f:1.2|. Procedure: A slurry of 1-acetyl-3,3-dimethylcyclohexane (156 grams, 1 mole), potassium hydroxide (86 grams, 1.5 moles), and toluene (300 ml) is heated to reflux. Allyl chloride (114 grams, 1.5 moles) is added to the thickened reaction mass whereupon the mass becomes more fluid. The mixture is heated at reflux for 61/2 hours. At the end of this period, the reaction mass is cooled to room temperature, and 500 ml of water is added thereto. The aqueous layer is discarded, and the organic layer is distilled to ... Reactants: O1C(OCC1)C1=CC=C(C=C1)C1=NC=2C=CN3C(C2C=C1C1=CC=CC=C1)=NN=C3 (8-[4-(1,3-Dioxolan-2-yl)phenyl]9-phenyl[1,2,4]triazolo[3,4-f]-1,6-naphthyridine). Run in O1CCOCC1 (dioxane), Cl (HCl). Conditions: time 15 minute. The product is C1(=CC=CC=C1)C=1C(=NC=2C=CN3C(C2C1)=NN=C3)C3=CC=C(C=O)C=C3 (4-(9-Phenyl[1,2,4]triazolo[3,4-f]-1,6-naphthyridin-8-yl)benzaldehyde). As a reaction SMILES: [O:1]1CCO[CH:2]1[C:6]1[CH:11]=[CH:10][C:9]([C:12]2[C:21]([C:22]3[CH:27]=[CH:26][CH:25]=[CH:24][CH:23]=3)=[CH:20][C:19]3[C:18]4=[N:28][N:29]=[CH:30][N:17]4[CH:16]=[CH:15][C:14]=3[N:13]=2)=[CH:8][CH:7]=1>O1CCOCC1.Cl>[C:22]1([C:21]2[C:12]([C:9]3[CH:8]=[CH:7][C:6]([CH:2]=[O:1])=[CH:11][CH:10]=3)=[N:13][C:14]3[CH:15]=[CH:16][N:17]4[CH:30]=[N:29][N:28]=[C:18]4[C:19]=3[CH:20]=2)[CH:27]=[CH:26][CH:25]=[CH:24][CH:23]=1. Reported procedure: A suspension of 8-[4-(1,3-dioxolan-2-yl)phenyl]-9-phenyl[1,2,4]triazolo[3,4-f]-1,6-naphthyridine (4-1, 0.80 g, 2.0 mmol) in dioxane (10 mL) and 3N HCl (10 mL) was stirred at room temperature for 15 min. The mixture was concentrated at 25° C. to remove most of the dioxane. The residue was poured into ice cold water to give a brown solid which was collected via filtration and dried with toluene (×2) azeotropically the give the title compound. LRMS m/z (M+1) Calcd: 351.1. Found 351.2 Reactants: C(C)C=1C=C(C=CC1)CCC1=C(N=C(O1)C)C(=O)OCC (5-[2-(3-Ethylphenyl)ethyl]-2-methyloxazole-4-carboxylic acid, ethyl ester), [OH-].[Li+] (lithium hydroxide). Solvent: O1CCCC1 (tetrahydrofuran), O (water). The product is C(C)C=1C=C(C=CC1)CCC1=C(N=C(O1)C)C(=O)O (5-[2-(3-Ethylphenyl)ethyl]-2-methyloxazole-4-carboxylic acid). RXN SMILES: [CH2:1]([C:3]1[CH:4]=[C:5]([CH2:9][CH2:10][C:11]2[O:15][C:14]([CH3:16])=[N:13][C:12]=2[C:17]([O:19]CC)=[O:18])[CH:6]=[CH:7][CH:8]=1)[CH3:2].[OH-].[Li+]>O1CCCC1.O>[CH2:1]([C:3]1[CH:4]=[C:5]([CH2:9][CH2:10][C:11]2[O:15][C:14]([CH3:16])=[N:13][C:12]=2[C:17]([OH:19])=[O:18])[CH:6]=[CH:7][CH:8]=1)[CH3:2] |f:1.2|. Procedure details: A solution of the product from step (vi) (19.0 g) and lithium hydroxide (5.6 g) in tetrahydrofuran (200 ml) and water (100 ml) was heated at reflux for 4 hours and concentrated under reduced pressure. The residue was suspended in water, acidified with 2N HCl and extracted with ethyl acetate. The combined extracts were washed with water and saturated brine. The organic phase was collected, dried (MgSO4) and solvent evaporated to give a brown solid. Purification was by flash chromatography, elutin... Reactants: OC=1C(=CC2=CC(=CC=C2C1)O)C(=O)O (3,7-dihydroxynaphthalene-2-carboxylic acid), S(=O)(Cl)Cl (thionyl chloride), CO (MeOH). Reaction conditions: time 48 hour. The product is COC(=O)C1=CC2=CC(=CC=C2C=C1O)O (3,7-Dihydroxynaphthalene-2-carboxylic acid methyl ester). Reaction SMILES: [OH:1][C:2]1[C:3]([C:13]([OH:15])=[O:14])=[CH:4][C:5]2[C:10]([CH:11]=1)=[CH:9][CH:8]=[C:7]([OH:12])[CH:6]=2.S(Cl)(Cl)=O.[CH3:20]O>>[CH3:20][O:14][C:13]([C:3]1[C:2]([OH:1])=[CH:11][C:10]2[C:5](=[CH:6][C:7]([OH:12])=[CH:8][CH:9]=2)[CH:4]=1)=[O:15]. Reported procedure: To a solution of 3,7-dihydroxynaphthalene-2-carboxylic acid (4.0 g, 19.6 mmol) in MeOH (80 mL) is added thionyl chloride (10 mL, 136 mmol) and it is stirred at RT for 48 h. The solvent is removed and purified to give the title compound.